The task is: describe an organic reaction: reactants, conditions, products, and yield. This data is from the Open Reaction Database (ORD), a public repository of structured organic reaction records. The reactants are C(#N)C1=C(C=CC=C1C)NS(=O)(=O)N (N-(2-cyano-3-methylphenyl)sulfamide), [OH-].[Na+] (NaOH), resultant solution. Solvent: CCO (EtOH). Reaction conditions: time 0.5 hour. The product is CC1=CC=CC=2NS(N=C(C21)N)(=O)=O (5-Methyl-1H-benzo[c][1,2,6]thiadiazin-4-amine-2,2-dioxide). Reaction SMILES: [C:1]([C:3]1[C:8]([CH3:9])=[CH:7][CH:6]=[CH:5][C:4]=1[NH:10][S:11]([NH2:14])(=[O:13])=[O:12])#[N:2].[OH-].[Na+]>CCO>[CH3:9][C:8]1[C:3]2[C:1]([NH2:2])=[N:14][S:11](=[O:13])(=[O:12])[NH:10][C:4]=2[CH:5]=[CH:6][CH:7]=1 |f:1.2|. Procedure: A solution of N-(2-cyano-3-methylphenyl)sulfamide (Example 24a) (211 mg, 1.0 mmol) in EtOH was treated with NaOH (2.0 N, 1.0 mL, 2.0 mmol) and the resultant solution was heated to 100° C. and stirred at that temperature for 0.5 h. After cooling to room temperature, the clear reaction solution was filtered and the filtration was carefully neutralized with 10% AcOH while with vigorous stirring at 0° C. The resultant precipitate was collected by filtration, washed with warm water and 20% EtOH in wa...